Task: describe an organic reaction: reactants, conditions, products, and yield. Dataset: the Open Reaction Database (ORD), a public repository of structured organic reaction records The reactants are BrCC1=[N+](C2=CC=CC=C2[N+](=C1CO)[O-])[O-] (2-Bromomethyl-3-hydroxymethylquinoxaline-1,4-dioxide), SC=1N(C=CN1)C (2-mercapto-1-methylimidazole). The solvent is C(Cl)(Cl)Cl (chloroform). Reaction conditions: time 2 hour. Product: CN1C(=NC=C1)SCC=1C(=[N+](C2=CC=CC=C2[N+]1[O-])[O-])CO (3-(N-methyl-2-imidazolyl)thiomethyl-2-hydroxymethylquinoxaline-1,4-dioxide). As a reaction SMILES: Br[CH2:2][C:3]1[C:12]([CH2:13][OH:14])=[N+:11]([O-:15])[C:10]2[C:5](=[CH:6][CH:7]=[CH:8][CH:9]=2)[N+:4]=1[O-:16].[SH:17][C:18]1[N:19]([CH3:23])[CH:20]=[CH:21][N:22]=1>C(Cl)(Cl)Cl>[CH3:23][N:19]1[CH:20]=[CH:21][N:22]=[C:18]1[S:17][CH2:2][C:3]1[C:12]([CH2:13][OH:14])=[N+:11]([O-:15])[C:10]2[C:5]([N+:4]=1[O-:16])=[CH:6][CH:7]=[CH:8][CH:9]=2. Procedure details: 2-Bromomethyl-3-hydroxymethylquinoxaline-1,4-dioxide (0.01 mole) was suspended in 75 ml of chloroform and 2-mercapto-1-methylimidazole (0.01 mole) was added in one portion. The suspension was stirred at room temperature for about 2 hours. The product was collected by filtration. Yield, 3.82 grams (96%); m.p. 174-7° ). Reactants: ClC=1C2=C(SC1C(=O)N1CCOCC1)C=C(C(=C2)OC)OC ((3-Chloro-5,6-dimethoxy-benzo[b]thiophen-2-yl)-morpholin-4-yl-methanone), B(Br)(Br)Br (boron tribromide), resultant suspension. Solvent: ClCCl (dichloromethane), ClCCl (dichloromethane). Conditions: temperature -20 celsius, time 8 hour. Yields the product ClC=1C2=C(SC1C(=O)N1CCOCC1)C=C(C(=C2)O)O ((3-Chloro-5,6-dihydroxy-benzo[b]thiophen-2-yl)-morpholin-4-yl-methanone). As a reaction SMILES: [Cl:1][C:2]1[C:3]2[CH:18]=[C:17]([O:19]C)[C:16]([O:21]C)=[CH:15][C:4]=2[S:5][C:6]=1[C:7]([N:9]1[CH2:14][CH2:13][O:12][CH2:11][CH2:10]1)=[O:8].B(Br)(Br)Br>ClCCl>[Cl:1][C:2]1[C:3]2[CH:18]=[C:17]([OH:19])[C:16]([OH:21])=[CH:15][C:4]=2[S:5][C:6]=1[C:7]([N:9]1[CH2:10][CH2:11][O:12][CH2:13][CH2:14]1)=[O:8]. Procedure: (3-Chloro-5,6-dimethoxy-benzo[b]thiophen-2-yl)-morpholin-4-yl-methanone (8.6 g) was suspended in dichloromethane (50 ml) under nitrogen, cooled to −20° C. and treated dropwise with 1M boron tribromide (100 ml) in dichloromethane. The resultant suspension was stirred at −20° C. for 30 min and then in cool overnight. The mixture was poured into ice-cold water and stirred for 30 min at room temperature. The product was filtered and washed with water. The reactants are CCOC(=O)C (EtOAc), C=1C=CC2=C(C1)C(=O)OC2(C=3C=CC(=CC3)O)C=4C=CC(=CC4)O (phenolphthalein), Cl.NO (hydroxylamine hydrochloride), [OH-].[K+] (potassium hydroxide), Cl.NO (hydroxylamine hydrochloride), [OH-].[K+] (potassium hydroxide), OS(=O)(=O)O (H2SO4). The reagents and catalysts are CCCCCC (hexane). Run in O (H2O). Reaction conditions: temperature 100 celsius, time 4 hour. Yields the product OC1=C(C=C(C(=O)C2=C(C(=O)O)C=CC=C2)C=C1)C1=CC=CC=C1 (2-(4'-hydroxy-3'-phenylbenzoyl)benzoic acid). Yield: 58.4%. As a reaction SMILES: C1C=CC2[C:10]([C:18]3[CH:19]=[CH:20][C:21](O)=[CH:22][CH:23]=3)([C:11]3[CH:12]=[CH:13][C:14]([OH:17])=[CH:15][CH:16]=3)[O:9]C(=O)C=2C=1.Cl.NO.[OH-].[K+].OS(O)(=O)=O.CC[O:37][C:38](C)=[O:39]>CCCCCC.O>[OH:17][C:14]1[CH:15]=[CH:16][C:11]([C:10]([C:18]2[CH:19]=[CH:20][CH:21]=[CH:22][C:23]=2[C:38]([OH:37])=[O:39])=[O:9])=[CH:12][C:13]=1[C:11]1[CH:12]=[CH:13][CH:14]=[CH:15][CH:16]=1 |f:1.2,3.4|. Procedure: In a 100 mL r.b. flask equiped with a short column there was added the disubstituted derivative of phenolphthalein (2a) (2.0 g, 0.00425 mol), hydroxylamine hydrochloride (0.34 g, 0.0049 mol), potassium hydroxide (1.428 g 0.0255 mol) and 50 mL of H2O, and the mixture was stirred at 100° C. in an oil bath. The blue reaction mixture became homogeneous when it reached boiling. Within half an hour the colour had changed to brown. Following the reaction by thin layer chromatography (TLC) (20% EtOAc in... Starting materials: BrC1=C(C(=NC(=C1)C(F)(F)F)Cl)N (4-Bromo-2-chloro-6-trifluoromethyl-pyridin-3-ylamine), [F-].[Cs+] (caesium fluoride), C(C1=CC=CC=C1)N (benzylamine), O (water). Run in CS(=O)C (DMSO). Reaction conditions: temperature 150 celsius. Product: C(C1=CC=CC=C1)NC1=C(C(=NC(=C1)C(F)(F)F)Cl)N (N*4*-Benzyl-2-chloro-6-trifluoromethyl-pyridine-3,4-diamine). Yield: 17.5%. Reaction SMILES: Br[C:2]1[CH:7]=[C:6]([C:8]([F:11])([F:10])[F:9])[N:5]=[C:4]([Cl:12])[C:3]=1[NH2:13].[F-].[Cs+].[CH2:16]([NH2:23])[C:17]1[CH:22]=[CH:21][CH:20]=[CH:19][CH:18]=1.O>CS(C)=O>[CH2:16]([NH:23][C:2]1[CH:7]=[C:6]([C:8]([F:11])([F:10])[F:9])[N:5]=[C:4]([Cl:12])[C:3]=1[NH2:13])[C:17]1[CH:22]=[CH:21][CH:20]=[CH:19][CH:18]=1 |f:1.2|. Reported procedure: 4-Bromo-2-chloro-6-trifluoromethyl-pyridin-3-ylamine (84 g, 300 mmol) was stirred in 500 ml DMSO in the presence of caesium fluoride (46.3 g, 305 mmol) and benzylamine (66.6 ml, 610 mmol). The resulting brown suspension was heated at 150° C. for 16 h. Added to the cooled suspension was 1500ml water and the mixture extracted with 2×500 ml diethyl ether. The combined organic extracts were dried (MgSO4), concentrated in vacuo and purified by column chromatography on silica, eluting with Hept:EtOAc,... The reactants are BrC1=C(C=CC(=C1)C(F)(F)F)S(=O)(=O)Cl (2-bromo-4-(trifluoromethyl)benzenesulfonyl chloride), C(C)(C)(C)N (t-butylamine). Solvent: C(Cl)Cl (CH2Cl2). Run at time 30 minute. Product: BrC1=C(C=CC(=C1)C(F)(F)F)S(=O)(=O)NC(C)(C)C (2-bromo-N-tert-butyl-4-trifluoromethyl-benzenesulfonamide). The yield is 98.5%. As a reaction SMILES: [Br:1][C:2]1[CH:7]=[C:6]([C:8]([F:11])([F:10])[F:9])[CH:5]=[CH:4][C:3]=1[S:12](Cl)(=[O:14])=[O:13].[C:16]([NH2:20])([CH3:19])([CH3:18])[CH3:17]>C(Cl)Cl>[Br:1][C:2]1[CH:7]=[C:6]([C:8]([F:11])([F:10])[F:9])[CH:5]=[CH:4][C:3]=1[S:12]([NH:20][C:16]([CH3:19])([CH3:18])[CH3:17])(=[O:14])=[O:13]. Procedure: To a solution of 2-bromo-4-(trifluoromethyl)benzenesulfonyl chloride (10 g, 0.031 mol) in CH2Cl2 (100 mL) was added t-butylamine (8.0 mL, 0.076 mol) at 0° C. The reaction mixture was allowed to warm to room temperature, and stirred for 30 min. A white precipitate formed and was filtered, and the filtrate was concentrated in vacuo to afford the title compound as a yellow oil (11 g, 100%). RXN SMILES: [C:1]([CH3:2])([CH3:3])([CH3:4])[O:5][C:6](=[O:7])[c:8]1[c:9](-[c:14]2[cH:15][c:16]([F:32])[c:17]([CH2:20][n:21]3[c:22]([O:29][CH2:30][CH3:31])[n:23][c:24]([Br:28])[c:25]3[CH:26]=[O:27])[cH:18][cH:19]2)[cH:10][cH:11][cH:12][cH:13]1.[C:54](=[O:55])([O-:56])[O-:57].[C:60]([O-:61])(=[O:62])[CH3:63].[C:65]([O-:66])(=[O:67])[CH3:68].[CH3:39][c:40]1[cH:41][cH:42][cH:43][cH:44][cH:45]1.[CH:33]1([B:36]([OH:37])[OH:38])[CH2:34][CH2:35]1.[K+:51].[K+:52].[K+:53].[K+:58].[K+:59].[OH2:69].[P:46]([O-:47])([O-:48])([O-:49])=[O:50].[Pd+2:64]>>[C:1]([CH3:2])([CH3:3])([CH3:4])[O:5][C:6](=[O:7])[c:8]1[c:9](-[c:14]2[cH:15][c:16]([F:32])[c:17]([CH2:20][n:21]3[c:22]([O:29][CH2:30][CH3:31])[n:23][c:24]([CH:33]4[CH2:34][CH2:35]4)[c:25]3[CH:26]=[O:27])[cH:18][cH:19]2)[cH:10][cH:11][cH:12][cH:13]1. Starting materials: CCOc1nc(Br)c(C=O)n1Cc1ccc(-c2ccccc2C(=O)OC(C)(C)C)cc1F, O=C([O-])[O-], CC(=O)[O-], CC(=O)[O-], Cc1ccccc1, OB(O)C1CC1, [K+], [K+], [K+], [K+], [K+], O, O=P([O-])([O-])[O-], [Pd+2]. Yields the product CCOc1nc(C2CC2)c(C=O)n1Cc1ccc(-c2ccccc2C(=O)OC(C)(C)C)cc1F.